From a dataset of the Open Reaction Database (ORD), a public repository of structured organic reaction records. describe an organic reaction: reactants, conditions, products, and yield Reactants: C(\C=C\C(=O)O)(=O)O (fumaric acid), FC1=CC2=C(C(=NO2)C2CCNCC2)C=C1 (4-(6-fluoro-1,2-benzisoxazol-3-yl)piperidine), C(=O)([O-])[O-].[K+].[K+] (K2CO3), BrCC(=O)N1CCC2=CC=CC=C12 (N-(2-bromoacetyl)indoline). Solvent: C(C)O (ethanol), C(C)#N (acetonitrile), C(C)O.C(Cl)Cl (ethanol methylene chloride). Product: C(\C=C\C(=O)O)(=O)O.FC1=CC2=C(C(=NO2)C2CCN(CC2)CC(=O)N2CCC3=CC=CC=C23)C=C1 (2-[4-(6-Fluoro-1,2-benzisoxazol-3-yl)-1-piperidinyl]-1-(2,3-dihydroindol-1-yl)ethanone fumarate). RXN SMILES: [F:1][C:2]1[CH:16]=[CH:15][C:5]2[C:6]([CH:9]3[CH2:14][CH2:13][NH:12][CH2:11][CH2:10]3)=[N:7][O:8][C:4]=2[CH:3]=1.C([O-])([O-])=O.[K+].[K+].Br[CH2:24][C:25]([N:27]1[C:35]2[C:30](=[CH:31][CH:32]=[CH:33][CH:34]=2)[CH2:29][CH2:28]1)=[O:26].[C:36]([OH:43])(=[O:42])/[CH:37]=[CH:38]/[C:39]([OH:41])=[O:40]>C(#N)C.C(O)C.C(Cl)Cl.C(O)C>[C:36]([OH:43])(=[O:42])/[CH:37]=[CH:38]/[C:39]([OH:41])=[O:40].[F:1][C:2]1[CH:16]=[CH:15][C:5]2[C:6]([CH:9]3[CH2:10][CH2:11][N:12]([CH2:24][C:25]([N:27]4[C:35]5[C:30](=[CH:31][CH:32]=[CH:33][CH:34]=5)[CH2:29][CH2:28]4)=[O:26])[CH2:13][CH2:14]3)=[N:7][O:8][C:4]=2[CH:3]=1 |f:1.2.3,7.8,10.11|. Procedure: A stirred mixture of 4-(6-fluoro-1,2-benzisoxazol-3-yl)piperidine (10 g, 45.4 mmol), K2CO3 (7.2 g, 52.5 mmol) and N-(2-bromoacetyl)indoline (12 g, 50 mmol) in acetonitrile (300 ml) was heated at reflux for 4 hours. The mixture was cooled and filtered. The solution was concentrated down until solid appeared. The crystals were collected: weight 12.68 g. The mother liquor was concentrated to dryness. The residues were purified further by flash chromatography to yield an additional 1.35 g. Total yie... Conditions: time 8 hour. RXN SMILES: [C@@H]1(OC2C=CC=CC=2[C:18]2[CH:19]=[C:20]([CH:25]=[CH:26][CH:27]=2)[C:21]([O:23]C)=[O:22])O[C@@H](C)[C@@H](O)[C@@H](O)[C@@H]1O.O.[OH-].[Li+].Cl>C(#N)C>[C:21]([OH:23])(=[O:22])[C:20]1[CH:25]=[CH:26][CH:27]=[CH:18][CH:19]=1 |f:1.2.3|. The yield is 120.7%. Starting materials: O.[OH-].[Li+] (lithium hydroxide hydrate), [C@@H]1([C@@H](O)[C@H](O)[C@H](O)[C@@H](O1)C)OC1=C(C=CC=C1)C=1C=C(C(=O)OC)C=CC1 (Methyl 3-(2-(α-L-fucopyranosyloxy)phenyl)benzoate), Cl (HCl). The solvent is C(C)#N (acetonitrile). Procedure: Methyl 3-(2-(α-L-fucopyranosyloxy)phenyl)benzoate (0.44 g, 1.18 mmol) was dissolved in acetonitrile (8 ml) and treated with a solution of lithium hydroxide hydrate (60 mg, 1.41 mM, in 0.5 ml water) and the mixture was stirred overnight at room temperature. The mixture was then treated with 2N HCl to pH 3 to 4 and the volatiles were removed under reduced pressure. The residue was purified by HPLC (reverse-phase, gradient elution 5-50% acetonitrile in water, 0.1% trifluoroacetic acid, monitored at... Product: C(C1=CC=CC=C1)(=O)O (benzoic acid).